Dataset: the Open Reaction Database (ORD), a public repository of structured organic reaction records. Task: describe an organic reaction: reactants, conditions, products, and yield Solvent: O (water). Starting materials: S1(CCC(C2=CC=CC=C12)=O)(=O)=O (thiochroman-4-one 1,1-dioxide), N1CCCC1 (pyrrolidine), C1=CC=CC=C1 (benzene). Procedure details: A mixture of 9.8 g. (0.05 mole) of thiochroman-4-one 1,1-dioxide, 5.3 g. (0.075 mole) of pyrrolidine, and 150 ml. of benzene was placed in a flask equipped with a Dean-Stark water separator and was refluxed for 4 hr. The precipitate (4.9 g.) which separated on standing at room temperature was collected. Concentration to one-fourth the original volume gave an additional 5.0 g. These crops were combined and recrystallized from benzene to give 8.0 g. of product, m.p. 154°-157° dec. Reaction SMILES: [S:1]1(=[O:13])(=[O:12])[C:10]2[C:5](=[CH:6][CH:7]=[CH:8][CH:9]=2)[C:4](=O)[CH2:3][CH2:2]1.[NH:14]1[CH2:18][CH2:17][CH2:16][CH2:15]1.C1C=CC=CC=1>O>[N:14]1([C:4]2[C:5]3[CH:6]=[CH:7][CH:8]=[CH:9][C:10]=3[S:1](=[O:13])(=[O:12])[CH2:2][CH:3]=2)[CH2:18][CH2:17][CH2:16][CH2:15]1. Yields the product N1(CCCC1)C1=CCS(C2=C1C=CC=C2)(=O)=O (4-(1-Pyrrolidinyl)-2H-1-benzothiopyran 1,1-Dioxide). The reactants are C1CCNCC1, CC(C)=O, O=C(Cc1ccccc1Cl)c1ccc(OCCCl)cc1. The product is O=C(Cc1ccccc1Cl)c1ccc(OCCN2CCCCC2)cc1. As a reaction SMILES: [CH2:21]1[CH2:22][CH2:23][NH:24][CH2:25][CH2:26]1.[CH3:27][C:28](=[O:29])[CH3:30].[Cl:1][CH2:2][CH2:3][O:4][c:5]1[cH:6][cH:7][c:8]([C:11]([CH2:12][c:13]2[c:14]([Cl:19])[cH:15][cH:16][cH:17][cH:18]2)=[O:20])[cH:9][cH:10]1>>[CH2:2]([CH2:3][O:4][c:5]1[cH:6][cH:7][c:8]([C:11]([CH2:12][c:13]2[c:14]([Cl:19])[cH:15][cH:16][cH:17][cH:18]2)=[O:20])[cH:9][cH:10]1)[N:24]1[CH2:23][CH2:22][CH2:21][CH2:26][CH2:25]1. Reactants: CC(=O)O, CN(C)CCCC#Cc1ccc(N(C)S(=O)(=O)c2ccc(C(F)(F)F)cc2)cc1, CO, C1COCCO1. Product: CN(C)CCCCCc1ccc(N(C)S(=O)(=O)c2ccc(C(F)(F)F)cc2)cc1. RXN SMILES: [C:36]([OH:37])(=[O:38])[CH3:39].[CH3:1][N:2]([CH2:3][CH2:4][CH2:5][C:6]#[C:7][c:8]1[cH:9][cH:10][c:11]([N:14]([S:15](=[O:16])(=[O:17])[c:18]2[cH:19][cH:20][c:21]([C:24]([F:25])([F:26])[F:27])[cH:22][cH:23]2)[CH3:28])[cH:12][cH:13]1)[CH3:29].[CH3:40][OH:41].[O:30]1[CH2:31][CH2:32][O:33][CH2:34][CH2:35]1>>[CH3:1][N:2]([CH2:3][CH2:4][CH2:5][CH2:6][CH2:7][c:8]1[cH:9][cH:10][c:11]([N:14]([S:15](=[O:16])(=[O:17])[c:18]2[cH:19][cH:20][c:21]([C:24]([F:25])([F:26])[F:27])[cH:22][cH:23]2)[CH3:28])[cH:12][cH:13]1)[CH3:29]. The reactants are C(C)(=O)NC1=NC=C(C(=C1)C=1OC(=C(N1)C(=O)O)C1=C(C=CC=C1)Cl)C (2-(2-acetamido-5-methylpyridin-4-yl)-5-(2-chlorophenyl)-1,3-oxazole-4-carboxylic acid), C1=CN(C=N1)C(=O)N2C=CN=C2 (CDI), TEA, Cl.CONC (N-methoxymethanamine hydrochloride). Run in C(Cl)Cl (DCM), O (water). Conditions: time 30 minute. The product is C(C)(=O)NC1=NC=C(C(=C1)C=1OC(=C(N1)C(=O)N(C)OC)C1=C(C=CC=C1)Cl)C (2-(2-acetamido-5-methylpyridin-4-yl)-5-(2-chlorophenyl)-N-methoxy-N-methyl-1,3-oxazole-4-carboxamide). Isolated yield 55.3%. RXN SMILES: [C:1]([NH:4][C:5]1[CH:10]=[C:9]([C:11]2[O:12][C:13]([C:19]3[CH:24]=[CH:23][CH:22]=[CH:21][C:20]=3[Cl:25])=[C:14]([C:16](O)=[O:17])[N:15]=2)[C:8]([CH3:26])=[CH:7][N:6]=1)(=[O:3])[CH3:2].C1N=CN(C(N2C=NC=C2)=O)C=1.Cl.[CH3:40][O:41][NH:42][CH3:43]>C(Cl)Cl.O>[C:1]([NH:4][C:5]1[CH:10]=[C:9]([C:11]2[O:12][C:13]([C:19]3[CH:24]=[CH:23][CH:22]=[CH:21][C:20]=3[Cl:25])=[C:14]([C:16]([N:42]([O:41][CH3:40])[CH3:43])=[O:17])[N:15]=2)[C:8]([CH3:26])=[CH:7][N:6]=1)(=[O:3])[CH3:2] |f:2.3|. Reported procedure: To a solution of 2-(2-acetamido-5-methylpyridin-4-yl)-5-(2-chlorophenyl)-1,3-oxazole-4-carboxylic acid (0.303 g, 0.815 mmol) in DCM (2 mL) was added CDI (0.14 g, 0.87 mmol). The reaction mixture was allowed to stir at rt for 30 min, then at reflux for 30 min. The reaction mixture was allowed to cool to rt and TEA (0.125 mL, 0.896 mmol) and N-methoxymethanamine hydrochloride (0.835 g. 0.856 mmol) were added. The reaction mixture was allowed to stir at rt overnight and then diluted with water. The... Reactants: ClCCl, CCOC(C)=O, O=CNC(C(=O)OCc1ccccc1)N1C(=O)C(NC(=O)COc2ccccc2)C1SC(=O)OCC(Cl)(Cl)Cl, O=P(Cl)(Cl)Cl, c1ccccc1, Cc1cccc(C)n1. Product: [C-]#[N+]C(C(=O)OCc1ccccc1)N1C(=O)C(NC(=O)COc2ccccc2)C1SC(=O)OCC(Cl)(Cl)Cl. RXN SMILES: [CH2:53]([Cl:54])[Cl:55].[CH3:62][CH2:63][O:64][C:65](=[O:66])[CH3:67].[O:1]([c:2]1[cH:3][cH:4][cH:5][cH:6][cH:7]1)[CH2:8][C:9](=[O:10])[NH:11][CH:12]1[C:13](=[O:39])[N:14]([CH:25]([C:26](=[O:27])[O:28][CH2:29][c:30]2[cH:31][cH:32][cH:33][cH:34][cH:35]2)[NH:36][CH:37]=[O:38])[CH:15]1[S:16][C:17](=[O:18])[O:19][CH2:20][C:21]([Cl:22])([Cl:23])[Cl:24].[P:48]([Cl:49])([Cl:50])([Cl:51])=[O:52].[cH:56]1[cH:57][cH:58][cH:59][cH:60][cH:61]1.[n:40]1[c:41]([CH3:42])[cH:43][cH:44][cH:45][c:46]1[CH3:47]>>[O:1]([c:2]1[cH:3][cH:4][cH:5][cH:6][cH:7]1)[CH2:8][C:9](=[O:10])[NH:11][CH:12]1[C:13](=[O:39])[N:14]([CH:25]([C:26](=[O:27])[O:28][CH2:29][c:30]2[cH:31][cH:32][cH:33][cH:34][cH:35]2)[N+:36]#[C-:37])[CH:15]1[S:16][C:17](=[O:18])[O:19][CH2:20][C:21]([Cl:22])([Cl:23])[Cl:24].